From a dataset of the Open Reaction Database (ORD), a public repository of structured organic reaction records. describe an organic reaction: reactants, conditions, products, and yield Starting materials: COc1cc2c(c(Cl)c1Cl)C(=O)C(c1ccccc1)(C1CCCC1)C2, Cl, O, c1ccncc1. Yields the product O=C1c2c(cc(O)c(Cl)c2Cl)CC1(c1ccccc1)C1CCCC1. As a reaction SMILES: [CH:1]1([C:6]2([c:20]3[cH:21][cH:22][cH:23][cH:24][cH:25]3)[C:7](=[O:19])[c:8]3[c:9]([Cl:18])[c:10]([Cl:17])[c:11]([O:15][CH3:16])[cH:12][c:13]3[CH2:14]2)[CH2:2][CH2:3][CH2:4][CH2:5]1.[ClH:26].[OH2:33].[n:27]1[cH:28][cH:29][cH:30][cH:31][cH:32]1>>[CH:1]1([C:6]2([c:20]3[cH:21][cH:22][cH:23][cH:24][cH:25]3)[C:7](=[O:19])[c:8]3[c:9]([Cl:18])[c:10]([Cl:17])[c:11]([OH:15])[cH:12][c:13]3[CH2:14]2)[CH2:2][CH2:3][CH2:4][CH2:5]1. Starting materials: CC1(NC(CC(C1)NCCCCCCNC1CC(NC(C1)(C)C)(C)C)(C)C)C (N,N'-bis-(2,2,6,6-tetramethyl-piperidin-4-yl)-hexamethylenediamine), C(OCC)(=O)Cl (ethyl chlorocarbonate), [OH-].[Na+] (NaOH). The solvent is C1(=CC=CC=C1)C (toluene). Product: C(C)OC(=O)N(CCCCCCN(C1CC(NC(C1)(C)C)(C)C)C(=O)OCC)C1CC(NC(C1)(C)C)(C)C (N,N'-bis-(ethoxycarbonyl)-N,N'-bis-(2,2,6,6-tetramethyl-piperidin-4-yl)-hexamethylenediamine). As a reaction SMILES: [CH3:1][C:2]1([CH3:28])[CH2:7][CH:6]([NH:8][CH2:9][CH2:10][CH2:11][CH2:12][CH2:13][CH2:14][NH:15][CH:16]2[CH2:21][C:20]([CH3:23])([CH3:22])[NH:19][C:18]([CH3:25])([CH3:24])[CH2:17]2)[CH2:5][C:4]([CH3:27])([CH3:26])[NH:3]1.[C:29](Cl)(=[O:33])[O:30][CH2:31][CH3:32].[OH-:35].[Na+]>C1(C)C=CC=CC=1>[CH2:31]([O:30][C:29]([N:8]([CH:6]1[CH2:7][C:2]([CH3:28])([CH3:1])[NH:3][C:4]([CH3:27])([CH3:26])[CH2:5]1)[CH2:9][CH2:10][CH2:11][CH2:12][CH2:13][CH2:14][N:15]([C:29]([O:30][CH2:31][CH3:32])=[O:35])[CH:16]1[CH2:17][C:18]([CH3:25])([CH3:24])[NH:19][C:20]([CH3:23])([CH3:22])[CH2:21]1)=[O:33])[CH3:32] |f:2.3|. Procedure details: The N,N'-bis-(ethoxycarbonyl)-N,N'-bis-(2,2,6,6-tetramethyl-piperidin-4-yl)-hexamethylenediamine was prepared by reacting N,N'-bis-(2,2,6,6-tetramethyl-piperidin-4-yl)-hexamethylenediamine with ethyl chlorocarbonate in toluene in the presence of aqueous NaOH and was crystallised from octane.